Task: describe an organic reaction: reactants, conditions, products, and yield. Dataset: the Open Reaction Database (ORD), a public repository of structured organic reaction records Starting materials: N1(CCCC1)CCCOC1=CC=C(C=C1)C1(CCOCC1)C#N (4-[4-(3-Pyrrolidin-1-yl-propoxy)-phenyl]-tetrahydro-pyran-4-carbonitrile), C(=O)(O)[O-].[Na+] (NaHCO3), P(=S)(SCC)(OCC)[O-] (diethyl dithiophosphate), C(=O)(O)[O-].[Na+] (NaHCO3). Run in ClCCl (dichloromethane), O (water), C(C)(=O)OCC (ethyl acetate), O (water). Conditions: temperature 55 celsius, time 2 hour. The product is N1(CCCC1)CCCOC1=CC=C(C=C1)C1(CCOCC1)C(N)=S (4-[4-(3-pyrrolidin-1-ylpropoxy)phenyl]tetrahydro-2H-pyran-4-carbothioamide). Yield: 27.3%. RXN SMILES: [N:1]1([CH2:6][CH2:7][CH2:8][O:9][C:10]2[CH:15]=[CH:14][C:13]([C:16]3([C:22]#[N:23])[CH2:21][CH2:20][O:19][CH2:18][CH2:17]3)=[CH:12][CH:11]=2)[CH2:5][CH2:4][CH2:3][CH2:2]1.P([O-])(OCC)(SCC)=[S:25].C([O-])(O)=O.[Na+]>ClCCl.O.C(OCC)(=O)C>[N:1]1([CH2:6][CH2:7][CH2:8][O:9][C:10]2[CH:15]=[CH:14][C:13]([C:16]3([C:22](=[S:25])[NH2:23])[CH2:17][CH2:18][O:19][CH2:20][CH2:21]3)=[CH:12][CH:11]=2)[CH2:5][CH2:4][CH2:3][CH2:2]1 |f:2.3|. Reported procedure: 4-[4-(3-Pyrrolidin-1-yl-propoxy)-phenyl]-tetrahydro-pyran-4-carbonitrile (2 g, 6.4 mmol), diethyl dithiophosphate (15 mL, 8.9 mmol), and water (1.5 mL) were combined and stirred at ambient temperature for 5 hours, 55° C. for 2 hours then 70° C. for 2 hours. The reaction mixture was diluted with dichloromethane (100 mL) and basified to pH 8 with a saturated solution of NaHCO3 in water, and solid NaHCO3. The layers were separated, and further dichloromethane (100 mL) was used to extract the produc...